Dataset: the Open Reaction Database (ORD), a public repository of structured organic reaction records. Task: describe an organic reaction: reactants, conditions, products, and yield The reactants are C(CC(=O)C)(=O)N (acetoacetamide), ClC1=C(C=O)C=CC(=C1)Cl (2,4-di-chlorobenzaldehyde), N1CCCCC1 (piperidine), C(C)(=O)O (acetic acid). Solvent: C(C)(C)O (isopropanol). Reaction conditions: time 14 hour. Product: ClC1=C(C=C(C(=O)N)C(C)=O)C=CC(=C1)Cl (2-(2,4-dichlorobenzylidene)-3-oxobutanamide), solid. The yield is 49.0%. RXN SMILES: [C:1]([NH2:7])(=[O:6])[CH2:2][C:3]([CH3:5])=[O:4].[Cl:8][C:9]1[CH:16]=[C:15]([Cl:17])[CH:14]=[CH:13][C:10]=1[CH:11]=O.N1CCCCC1.C(O)(=O)C>C(O)(C)C>[Cl:8][C:9]1[CH:16]=[C:15]([Cl:17])[CH:14]=[CH:13][C:10]=1[CH:11]=[C:2]([C:3](=[O:4])[CH3:5])[C:1]([NH2:7])=[O:6]. Reported procedure: A suspension of acetoacetamide (5.05 g, 50 mmol), 2,4-di-chlorobenzaldehyde (9.20 g, 52 mmole), piperidine (170 mg, 2 mmol) and acetic acid (120 mg, 2 mmol) in isopropanol (50 mL) was stirred at room temperature for 14 h. The precipitation was collected and rinsed with an additional isopropanol (20 mL). After drying in vacuo, 2-(2,4-dichlorobenzylidene)-3-oxobutanamide was obtained as a white solid (6.3g, 49%). The reactants are CC[Si](CC)(CC)Oc1ccc(-c2oc3cc(O)ccc3c2Cc2ccc(OCCN3CCCCC3)cc2)cc1, CCOCC, ClCCl, CO, Cl. The product is Cl, Oc1ccc(-c2oc3cc(O)ccc3c2Cc2ccc(OCCN3CCCCC3)cc2)cc1. As a reaction SMILES: [CH2:1]([Si:2]([CH2:3][CH3:37])([O:4][c:5]1[cH:6][cH:7][c:8](-[c:11]2[o:12][c:13]3[c:14]([c:15]2[CH2:16][c:17]2[cH:18][cH:19][c:20]([O:23][CH2:24][CH2:25][N:26]4[CH2:27][CH2:28][CH2:29][CH2:30][CH2:31]4)[cH:21][cH:22]2)[cH:32][cH:33][c:34]([OH:36])[cH:35]3)[cH:9][cH:10]1)[CH2:38][CH3:39])[CH3:40].[CH2:42]([O:43][CH2:44][CH3:45])[CH3:46].[CH2:47]([Cl:48])[Cl:49].[CH3:50][OH:51].[ClH:41]>>[ClH:41].[OH:4][c:5]1[cH:6][cH:7][c:8](-[c:11]2[o:12][c:13]3[c:14]([c:15]2[CH2:16][c:17]2[cH:18][cH:19][c:20]([O:23][CH2:24][CH2:25][N:26]4[CH2:27][CH2:28][CH2:29][CH2:30][CH2:31]4)[cH:21][cH:22]2)[cH:32][cH:33][c:34]([OH:36])[cH:35]3)[cH:9][cH:10]1.